Dataset: the Open Reaction Database (ORD), a public repository of structured organic reaction records. Task: describe an organic reaction: reactants, conditions, products, and yield Reactants: compound 8.2, BrC=1C=C2C(=C(C=NC2=CC1)[N+](=O)[O-])NC1=CC(=C(C=C1)N1CCC(CC1)C(=O)OC)C(F)(F)F (methyl 1-(4-(6-bromo-3-nitroquinolin-4-ylamino)-2-(trifluoromethyl)phenyl)piperidine-4-carboxylate), O.O.[Sn](Cl)Cl (Tin(II) chloride dihydrate), C(=O)(O)[O-].[Na+] (NaHCO3). Solvent: O1CCOCC1 (dioxane). Reaction conditions: temperature 80 celsius. Yields the product desired product 8.3, NC=1C=NC2=CC=C(C=C2C1NC1=CC(=C(C=C1)N1CCC(CC1)C(=O)OC)C(F)(F)F)Br (methyl 1-(4-(3-amino-6-bromoquinolin-4-ylamino)-2-(trifluoromethyl)phenyl)piperidine-4-carboxylate). The yield is 73.2%. Reaction SMILES: [Br:1][C:2]1[CH:3]=[C:4]2[C:9](=[CH:10][CH:11]=1)[N:8]=[CH:7][C:6]([N+:12]([O-])=O)=[C:5]2[NH:15][C:16]1[CH:21]=[CH:20][C:19]([N:22]2[CH2:27][CH2:26][CH:25]([C:28]([O:30][CH3:31])=[O:29])[CH2:24][CH2:23]2)=[C:18]([C:32]([F:35])([F:34])[F:33])[CH:17]=1.O.O.[Sn](Cl)Cl.C([O-])(O)=O.[Na+]>O1CCOCC1>[NH2:12][C:6]1[CH:7]=[N:8][C:9]2[C:4]([C:5]=1[NH:15][C:16]1[CH:21]=[CH:20][C:19]([N:22]3[CH2:23][CH2:24][CH:25]([C:28]([O:30][CH3:31])=[O:29])[CH2:26][CH2:27]3)=[C:18]([C:32]([F:33])([F:35])[F:34])[CH:17]=1)=[CH:3][C:2]([Br:1])=[CH:11][CH:10]=2 |f:1.2.3,4.5|. Procedure: To a solution of compound 8.2 methyl 1-(4-(6-bromo-3-nitroquinolin-4-ylamino)-2-(trifluoromethyl)phenyl)piperidine-4-carboxylate (0.26 g, 0.47 mmol, 1 equiv.) in dioxane (3 mL) at room temperature was added Tin(II) chloride dihydrate (0.53 g, 2.35 mmol, 5 equiv.). The resulting mixture was heated to 80° C. under argon for 5 hours. Upon cooling to room temperature, the mixture was neutralized with aqueous NaHCO3 and filtered. The flitrate was extrated with EtOAc (30 mL×2) and the combined organic...